This data is from the Open Reaction Database (ORD), a public repository of structured organic reaction records. The task is: describe an organic reaction: reactants, conditions, products, and yield The reactants are C(C1=CC=CC=C1)OC(=O)N1[C@@H](CC2=CC=CC=C12)C(=O)OC(C)(C)C (t-butyl 1-benzyloxycarbonyl-indoline-2(S)-carboxylate), C(=O)[O-].[NH4+] (ammonium formate). The reagents and catalysts are [C].[Pd] (palladium-carbon). Run in C(C)(C)(C)O (t-butanol), O1CCOCC1 (dioxane), CO (methanol). Reaction conditions: time 6 hour. Yields the product C(C(=O)O)(=O)O.N1[C@@H](CC2=CC=CC=C12)C(=O)OC(C)(C)C (t-butyl indoline-2(S)-carboxylate oxalate). Isolated yield 111.4%. Reaction SMILES: C([O:8][C:9]([N:11]1[C:19]2[C:14](=[CH:15][CH:16]=[CH:17][CH:18]=2)[CH2:13][C@H:12]1[C:20]([O:22][C:23]([CH3:26])([CH3:25])[CH3:24])=[O:21])=[O:10])C1C=CC=CC=1.[CH:27]([O-:29])=[O:28].[NH4+]>C(O)(C)(C)C.O1CCOCC1.CO.[C].[Pd]>[C:9]([OH:10])(=[O:8])[C:27]([OH:29])=[O:28].[NH:11]1[C:19]2[C:14](=[CH:15][CH:16]=[CH:17][CH:18]=2)[CH2:13][C@H:12]1[C:20]([O:22][C:23]([CH3:26])([CH3:25])[CH3:24])=[O:21] |f:1.2,6.7,8.9|. Procedure details: The water-soluble carbodiimide hydrochloride (4.3 g), 4.0 g of 1-benzyloxycarbonyl-indoline-2(S)-carboxylic acid, 1.2 g of t-butanol and 1.05 g of 4-dimethylaminopyridine were stirred in methylene chloride under ice cooling for 2 hours and then at room temperature overnight. The reaction mixture was washed successively with 10% citric acid, aqueous sodium bicarbonate solution and aqueous sodium chloride solution, and dried. The solvent was evaporated, and the residue was purified by silica gel c... Starting materials: C1(CC1)C(CCN(C)C)(O)C1=CC=C(C=C1)OC (1-Cyclopropyl-3-di-methylamino-1-(4-methoxyphenyl)- 1-propanol), Cl (hydrogen chloride). Run in CCOCC (ether), CCOCC (ether). The product is Cl.ClCCC=C(CCN(C)C)C1=CC=C(C=C1)OC (6-Chloro-N,N-dimethyl-3-(4-methoxyphenyl)-3-hexenylamine Hydrochloride). Reaction SMILES: [CH:1]1([C:4]([C:11]2[CH:16]=[CH:15][C:14]([O:17][CH3:18])=[CH:13][CH:12]=2)(O)[CH2:5][CH2:6][N:7]([CH3:9])[CH3:8])[CH2:3][CH2:2]1.[ClH:19]>CCOCC>[ClH:19].[Cl:19][CH2:3][CH2:2][CH:1]=[C:4]([C:11]1[CH:16]=[CH:15][C:14]([O:17][CH3:18])=[CH:13][CH:12]=1)[CH2:5][CH2:6][N:7]([CH3:9])[CH3:8] |f:3.4|. Reported procedure: 1-Cyclopropyl-3-di-methylamino-1-(4-methoxyphenyl)- 1-propanol was dissolved in ether and ethereal hydrogen chloride was added to the ether solution. The ether insoluble hydrochloride salt was separated by filtration and recrystallized from isopropanol.